This data is from the Open Reaction Database (ORD), a public repository of structured organic reaction records. The task is: describe an organic reaction: reactants, conditions, products, and yield Reactants: C(C)=O (acetaldehyde), CC1C(C(CCC1)=O)=O (3-Methyl-1,2-cyclohexanedione), C(C)(=O)[O-].[NH4+] (ammoniumacetate), [Cl-].[Na+] (sodium chloride), N (ammonia). Run in CS(=O)C (DMSO), CS(=O)C (DMSO). The product is CC1=NC2=C(N1)CCCC2C (2,4-Dimethyl-4,5,6,7-tetrahydro-1H-benzimidazole). The yield is 43.3%. RXN SMILES: [CH3:1][CH:2]1[CH2:7][CH2:6][CH2:5][C:4](=O)[C:3]1=O.[C:10]([O-])(=O)[CH3:11].[NH4+:14].C(=O)C.[Cl-].[Na+].[NH3:20]>CS(C)=O>[CH3:11][C:10]1[NH:20][C:4]2[CH2:5][CH2:6][CH2:7][CH:2]([CH3:1])[C:3]=2[N:14]=1 |f:1.2,4.5|. Procedure: 20.0 g (0.159 mol) of 3-Methyl-1,2-cyclohexanedione and 183.31 g (2.38 mol) of ammoniumacetate are dissolved in 760 ml DMSO. A solution of 27.94 g (0.34 mol) acetaldehyde dissolved in 40 ml DMSO is dropped to the reaction mixture. The reaction is heated for 20 minutes to 40° C., 20 minutes to 60° C. and 40 minutes to 80° C. The reaction is allowed to cool down to rt. 2.5 l saturated sodium chloride solution and ammonia are added to reach a pH of 8-9. The solution is extracted with ethyl acetate ... Starting materials: N1(CCOCC1)CP(O)(O)=O (4-morpholinylmethylphosphonic acid), solution, [OH-].[Na+] (NaOH), Cl (HCl). Run in O (water). Yields the product P(=O)(O)(O)CNCC(=O)O (N-phosphonomethylglycine), NCP(O)(O)=O (aminomethylphosphonic acid). Procedure details: In a 100 mL Monel autoclave were mixed 1.99 g (11.0 mmol) of 4-morpholinylmethylphosphonic acid and 13.1 g (165 mmol) of a 50.3% solution of NaOH to give a slurry. The reaction vessel was sealed and heated to 250° C. for two hours. There was only a small increase in internal pressure during the heating period. The temperature of the reaction was then raised to 300° C. for three hours. In the span of this heating period the internal pressure rose from 2.4×106N/M2 to 4.0×106N/M2. The reaction was ... RXN SMILES: [N:1]1([CH2:7][P:8](=[O:11])([OH:10])[OH:9])[CH2:6][CH2:5][O:4]CC1.[OH-:12].[Na+].Cl>O>[P:8]([CH2:7][NH:1][CH2:6][C:5]([OH:12])=[O:4])([OH:9])([OH:10])=[O:11].[NH2:1][CH2:7][P:8](=[O:9])([OH:11])[OH:10] |f:1.2|. The yield is 32.8%. Reaction conditions: temperature 250 celsius.